From a dataset of the Open Reaction Database (ORD), a public repository of structured organic reaction records. describe an organic reaction: reactants, conditions, products, and yield Reaction SMILES: [CH3:18][n:19]1[n:20][cH:21][c:22]([B:24]2[O:25][C:26]([CH3:27])([CH3:28])[C:29]([CH3:30])([CH3:31])[O:32]2)[cH:23]1.[CH3:41][N:42]([CH3:43])[CH:44]=[O:45].[Cl:1][c:2]1[n:3][cH:4][cH:5][c:6]([O:8][c:9]2[cH:10][c:11]([F:17])[c:12]([NH2:13])[cH:14][c:15]2[F:16])[cH:7]1.[K+:38].[K+:39].[K+:40].[P:33]([O-:34])([O-:35])([O-:36])=[O:37].[cH:46]1[cH:47][cH:48][c:49]([P:50]([Pd:51]([P:52]([c:53]2[cH:54][cH:55][cH:56][cH:57][cH:58]2)([c:59]2[cH:60][cH:61][cH:62][cH:63][cH:64]2)[c:65]2[cH:66][cH:67][cH:68][cH:69][cH:70]2)([P:71]([c:72]2[cH:73][cH:74][cH:75][cH:76][cH:77]2)([c:78]2[cH:79][cH:80][cH:81][cH:82][cH:83]2)[c:84]2[cH:85][cH:86][cH:87][cH:88][cH:89]2)[P:90]([c:91]2[cH:92][cH:93][cH:94][cH:95][cH:96]2)([c:97]2[cH:98][cH:99][cH:100][cH:101][cH:102]2)[c:103]2[cH:104][cH:105][cH:106][cH:107][cH:108]2)([c:109]2[cH:110][cH:111][cH:112][cH:113][cH:114]2)[c:115]2[cH:116][cH:117][cH:118][cH:119][cH:120]2)[cH:121][cH:122]1>>[c:2]1(-[c:22]2[cH:21][n:20][n:19]([CH3:18])[cH:23]2)[n:3][cH:4][cH:5][c:6]([O:8][c:9]2[cH:10][c:11]([F:17])[c:12]([NH2:13])[cH:14][c:15]2[F:16])[cH:7]1. Reactants: Cn1cc(B2OC(C)(C)C(C)(C)O2)cn1, CN(C)C=O, Nc1cc(F)c(Oc2ccnc(Cl)c2)cc1F, [K+], [K+], [K+], O=P([O-])([O-])[O-], c1ccc(P(c2ccccc2)(c2ccccc2)[Pd](P(c2ccccc2)(c2ccccc2)c2ccccc2)(P(c2ccccc2)(c2ccccc2)c2ccccc2)P(c2ccccc2)(c2ccccc2)c2ccccc2)cc1. Yields the product Cn1cc(-c2cc(Oc3cc(F)c(N)cc3F)ccn2)cn1. The reactants are CCOP(=O)(COCC(CO[Si](C)(C)C(C)(C)C)On1cnc2c(Cl)nc(NC=O)nc21)OCC, CCCC[N+](CCCC)(CCCC)CCCC, [F-], C1CCOC1. Yields the product CCOP(=O)(COCC(CO)On1cnc2c(Cl)nc(NC=O)nc21)OCC. Reaction SMILES: [C:1]([Si:2]([CH3:3])([CH3:4])[O:6][CH2:7][CH:8]([CH2:9][O:10][CH2:11][P:12](=[O:13])([O:14][CH2:15][CH3:16])[O:17][CH2:18][CH3:19])[O:20][n:21]1[c:22]2[n:23][c:24]([NH:31][CH:32]=[O:33])[n:25][c:26]([Cl:30])[c:27]2[n:28][cH:29]1)([CH3:5])([CH3:34])[CH3:35].[CH3:37][CH2:38][CH2:39][CH2:40][N+:41]([CH2:42][CH2:43][CH2:44][CH3:45])([CH2:46][CH2:47][CH2:48][CH3:49])[CH2:50][CH2:51][CH2:52][CH3:53].[F-:36].[O:54]1[CH2:55][CH2:56][CH2:57][CH2:58]1>>[OH:6][CH2:7][CH:8]([CH2:9][O:10][CH2:11][P:12](=[O:13])([O:14][CH2:15][CH3:16])[O:17][CH2:18][CH3:19])[O:20][n:21]1[c:22]2[n:23][c:24]([NH:31][CH:32]=[O:33])[n:25][c:26]([Cl:30])[c:27]2[n:28][cH:29]1. Procedure details: A solution of 296 mg of imidazole and 131 mg of sodium hydride (80% dispersion in mineral oil) in 2 ml of anhydrous dimethylformamide was stirred at room temperature for 1 hour under nitrogen. 1.0 g of 3-bromobenzaldehyde dimethyl acetal and 30 mg copper powder were then added and the mixture was stirred at 150-160° C. under nitrogen for 36 hours. The cooled mixture was diluted with 20 ml of water and extracted with four 25 ml portions of dichloromethane. The combined extracts were washed with t... Reagents/catalysts: [Cu] (copper). As a reaction SMILES: [NH:1]1[CH:5]=[CH:4][N:3]=[CH:2]1.[H-].[Na+].[CH3:8][O:9][CH:10]([O:18][CH3:19])[C:11]1[CH:16]=[CH:15][CH:14]=[C:13](Br)[CH:12]=1>CN(C)C=O.O.[Cu]>[CH3:19][O:18][CH:10]([O:9][CH3:8])[C:11]1[CH:12]=[CH:13][CH:14]=[C:15]([N:1]2[CH:5]=[CH:4][N:3]=[CH:2]2)[CH:16]=1 |f:1.2|. Yield: 79.4%. The reactants are COC(C1=CC(=CC=C1)Br)OC (3-bromobenzaldehyde dimethyl acetal), N1C=NC=C1 (imidazole), [H-].[Na+] (sodium hydride). The solvent is O (water), CN(C=O)C (dimethylformamide). The product is COC(C1=CC(=CC=C1)N1C=NC=C1)OC (3-(1-imidazolyl)-benzaldehyde dimethyl acetal). Reaction conditions: temperature 155 celsius, time 36 hour. Reactants: FC=1C=CC2=C(N(C([C@H]([C@H](O2)C)N(C(C(C(=O)N)(C)O)=O)CC(C(F)(F)F)(F)F)=O)CCO)C1 (N-[(6R,7S)-2-Fluoro-9-(2-hydroxy-ethyl)-6-methyl-8-oxo-6,7,8,9-tetrahydro-5-oxa-9-aza-benzocyclohepten-7-yl]-2-hydroxy-2-methyl-N-(2,2,3,3,3-pentafluoro-propyl)-malonamide). The solvent is C(C)(C)O.CCCCCCC (isopropanol heptane). Product: OC(C(=O)NCC(C(F)(F)F)(F)F)(C(=O)N)C (hydroxy-2-methyl-N-(2,2,3,3,3-pentafluoro-propyl)-malonamide). As a reaction SMILES: FC1C=CC2O[C@H](C)[C@H]([N:13]([CH2:22][C:23]([F:29])([F:28])[C:24]([F:27])([F:26])[F:25])[C:14](=[O:21])[C:15]([OH:20])([CH3:19])[C:16]([NH2:18])=[O:17])C(=O)N(CCO)C=2C=1>C(O)(C)C.CCCCCCC>[OH:20][C:15]([CH3:19])([C:16]([NH2:18])=[O:17])[C:14]([NH:13][CH2:22][C:23]([F:28])([F:29])[C:24]([F:27])([F:26])[F:25])=[O:21] |f:1.2|. Procedure details: 0.31 g (1.0 mmol) N-[(6R,7S)-2-Fluoro-9-(2-hydroxy-ethyl)-6-methyl-8-oxo-6,7,8,9-tetrahydro-5-oxa-9-aza-benzocyclohepten-7-yl]-2-hydroxy-2-methyl-N-(2,2,3,3,3-pentafluoro-propyl)-malonamide epimers were separated by chromatography on Chiralpak AD with isopropanol/heptane 15:85 to yield 0.11 g N-[(6R,7S)-2-fluoro-9-(2-hydroxy-ethyl)-6-methyl-8-oxo-6,7,8,9-tetrahydro-5-oxa-9-aza-benzocyclohepten-7-yl]-2-(R or S)-hydroxy-2-methyl-N-(2,2,3,3,3-pentafluoro-propyl)-malonamide, entity A, MS m/e (%): 50...